From a dataset of the Open Reaction Database (ORD), a public repository of structured organic reaction records. describe an organic reaction: reactants, conditions, products, and yield Starting materials: 2-h, C[O-].[Na+] (sodium methoxide), CCOCC (ether), y-butyrolactone, COC=O (methylformate). Reaction conditions: time 8 hour. Yields the product O=C\1OCC/C1=C/[O-].[Na+] (sodium (Z)-(2-oxodihydrofuran-3(2H)-ylidene)methanolate). The yield is 90.0%. Reaction SMILES: [CH3:1][O-].[Na+:3].[CH3:4][O:5][CH:6]=[O:7].CC[O:10][CH2:11][CH3:12]>>[O:7]=[C:6]1[O:5][CH2:4][CH2:1]/[C:12]/1=[CH:11]/[O-:10].[Na+:3] |f:0.1,4.5|. Reported procedure: To a cooled suspension of 54.0 g. (1 mole) of sodium methoxide in a liter of dry ether, a mixture of 80 ml. (1.3 moles) of methylformate and 76 ml. (1 mole) of y-butyrolactone was added dropwise with stirring over a 2-h period. The stirring was continued at room temperature overnight. The reaction mixture was then cooled in an ice bath for 1 hr. to complete the separation of the cream-colored product which was then collected, washed with dry ether, and dried under vacuum to yield sodium (Z)-(2-o... The reactants are Br, Br, O=C([O-])[O-], CN1CCCC1=O, CCOC(C)=O, CC1CNC(C)CN1, Clc1nnc(Cl)c2ccccc12, [K+], [K+]. Product: CC1CN(c2nnc(Cl)c3ccccc23)C(C)CN1. As a reaction SMILES: [BrH:1].[BrH:2].[C:23](=[O:24])([O-:25])[O-:26].[CH3:29][N:30]1[CH2:31][CH2:32][CH2:33][C:34]1=[O:35].[CH3:36][CH2:37][O:38][C:39](=[O:40])[CH3:41].[CH3:3][CH:4]1[NH:5][CH2:6][CH:7]([CH3:10])[NH:8][CH2:9]1.[Cl:11][c:12]1[n:13][n:14][c:15]([Cl:22])[c:16]2[cH:17][cH:18][cH:19][cH:20][c:21]12.[K+:27].[K+:28]>>[CH3:3][CH:4]1[N:5]([c:15]2[n:14][n:13][c:12]([Cl:11])[c:21]3[c:16]2[cH:17][cH:18][cH:19][cH:20]3)[CH2:6][CH:7]([CH3:10])[NH:8][CH2:9]1.